This data is from the Open Reaction Database (ORD), a public repository of structured organic reaction records. The task is: describe an organic reaction: reactants, conditions, products, and yield Reaction SMILES: [C:1]([O:2][C:3](=[O:4])[N:8]1[CH2:9][CH:10]([O:34][CH2:35][c:36]2[cH:37][cH:38][c:39]3[c:44]([cH:45]2)[N:43]([CH2:46][CH2:47][NH2:48])[CH2:42][CH2:41][CH2:40]3)[CH:11]([c:14]2[cH:15][cH:16][c:17]([O:20][CH2:21][CH2:22][CH2:23][O:24][CH2:25][c:26]3[c:27]([O:32][CH3:33])[cH:28][cH:29][cH:30][cH:31]3)[cH:18][cH:19]2)[CH2:12][CH2:13]1)([CH3:5])([CH3:6])[CH3:7].[CH3:50][OH:51].[ClH:49]>>[NH:8]1[CH2:9][CH:10]([O:34][CH2:35][c:36]2[cH:37][cH:38][c:39]3[c:44]([cH:45]2)[N:43]([CH2:46][CH2:47][NH2:48])[CH2:42][CH2:41][CH2:40]3)[CH:11]([c:14]2[cH:15][cH:16][c:17]([O:20][CH2:21][CH2:22][CH2:23][O:24][CH2:25][c:26]3[c:27]([O:32][CH3:33])[cH:28][cH:29][cH:30][cH:31]3)[cH:18][cH:19]2)[CH2:12][CH2:13]1. Starting materials: COc1ccccc1COCCCOc1ccc(C2CCN(C(=O)OC(C)(C)C)CC2OCc2ccc3c(c2)N(CCN)CCC3)cc1, CO, Cl. Product: COc1ccccc1COCCCOc1ccc(C2CCNCC2OCc2ccc3c(c2)N(CCN)CCC3)cc1. Starting materials: CCOC(C)=O, N#Cc1ccc(O)c([N+](=O)[O-])c1. Yields the product N#Cc1ccc(O)c(N)c1. As a reaction SMILES: [CH3:13][CH2:14][O:15][C:16](=[O:17])[CH3:18].[N+:1]([O-:2])(=[O:3])[c:4]1[cH:5][c:6]([C:7]#[N:8])[cH:9][cH:10][c:11]1[OH:12]>>[NH2:1][c:4]1[cH:5][c:6]([C:7]#[N:8])[cH:9][cH:10][c:11]1[OH:12]. Reactants: [F-].[K+] (potassium fluoride), FC1=C(CC=2C(=C(C(=C(C(=O)OC)C2)OS(=O)(=O)C(F)(F)F)C)C)C=CC(=C1)N1N=CC=C1 (methyl 5-(2-fluoro-4-(1H-pyrazol-1-yl)benzyl)-3,4-dimethyl-2-(((trifluoromethyl)sulfonyl)oxy)benzoate), C(CCC)C(=C(CCCC)CCCC)[Sn] (tributylvinyltin), [Cl-].[Li+] (lithium chloride). The reagents and catalysts are Cl[Pd]([P](C1=CC=CC=C1)(C2=CC=CC=C2)C3=CC=CC=C3)([P](C4=CC=CC=C4)(C5=CC=CC=C5)C6=CC=CC=C6)Cl (trans-dichlorobis(triphenylphosphine)palladium(II)). Run in CN(C)C=O (DMF). Run at temperature 90 celsius, time 1.5 hour. Yields the product FC1=C(CC=2C(=C(C(=C(C(=O)OC)C2)C=C)C)C)C=CC(=C1)N1N=CC=C1 (methyl 5-(2-fluoro-4-(1H-pyrazol-1-yl)benzyl)-3,4-dimethyl-2-vinylbenzoate). Isolated yield 106.8%. As a reaction SMILES: [F:1][C:2]1[CH:28]=[C:27]([N:29]2[CH:33]=[CH:32][CH:31]=[N:30]2)[CH:26]=[CH:25][C:3]=1[CH2:4][C:5]1[C:6]([CH3:24])=[C:7]([CH3:23])[C:8](OS(C(F)(F)F)(=O)=O)=[C:9]([CH:14]=1)[C:10]([O:12][CH3:13])=[O:11].[CH2:34](C([Sn])=C(CCCC)CCCC)[CH2:35]CC.[Cl-].[Li+].[F-].[K+]>CN(C=O)C.Cl[Pd](Cl)([P](C1C=CC=CC=1)(C1C=CC=CC=1)C1C=CC=CC=1)[P](C1C=CC=CC=1)(C1C=CC=CC=1)C1C=CC=CC=1>[F:1][C:2]1[CH:28]=[C:27]([N:29]2[CH:33]=[CH:32][CH:31]=[N:30]2)[CH:26]=[CH:25][C:3]=1[CH2:4][C:5]1[C:6]([CH3:24])=[C:7]([CH3:23])[C:8]([CH:34]=[CH2:35])=[C:9]([CH:14]=1)[C:10]([O:12][CH3:13])=[O:11] |f:2.3,4.5,^1:35,60,79|. Reported procedure: To a solution of methyl 5-(2-fluoro-4-(1H-pyrazol-1-yl)benzyl)-3,4-dimethyl-2-(((trifluoromethyl)sulfonyl)oxy)benzoate (0.50 g) in DMF (10.0 mL) were added tributylvinyltin (0.50 g), trans-dichlorobis(triphenylphosphine)palladium(II) (0.04 g) and lithium chloride (0.32 g), and the mixture was stirred at 90° C. for 1.5 hr under argon atmosphere. To the reaction mixture was added aqueous potassium fluoride solution, and the precipitated insoluble substance was removed by filtration through Celite.... Reactants: ClCCl, CN(C)C=O, O=C(Cl)C(=O)Cl, O=C(O)c1ccccc1-c1ccccc1, c1ccccc1. Yields the product [Cl-], O=C(O)c1ccccc1-c1ccccc1. Reaction SMILES: [CH2:33]([Cl:34])[Cl:35].[CH3:16][N:17]([CH3:18])[CH:19]=[O:20].[Cl:21][C:22]([C:23]([Cl:24])=[O:25])=[O:26].[c:1]1(-[c:7]2[c:8]([C:9](=[O:10])[OH:11])[cH:12][cH:13][cH:14][cH:15]2)[cH:2][cH:3][cH:4][cH:5][cH:6]1.[cH:27]1[cH:28][cH:29][cH:30][cH:31][cH:32]1>>[Cl-:21].[c:1]1(-[c:7]2[c:8]([C:9](=[O:10])[OH:11])[cH:12][cH:13][cH:14][cH:15]2)[cH:2][cH:3][cH:4][cH:5][cH:6]1. Reactants: aqueous solution, [OH-].[Na+] (sodium hydroxide), Cl.Cl.C(C)OC(=O)[C@H](CCCCC1CCNCC1)N[C@@H]1C(N(C[C@H](SC1)C=1SC=CC1)CC(=O)O)=O (α-{6(R)-[1(S)-ethoxycarbonyl5-(4-piperidyl)pentylamino]-5-oxo-2(S)-(2-thienyl)perhydro-1,4-thiazepin-4-yl}acetic acid dihydrochloride), aqueous hydrochlodric acid. Run at time 17 hour. The product is C(=O)(O)[C@H](CCCCC1CCNCC1)N[C@@H]1C(N(C[C@H](SC1)C=1SC=CC1)CC(=O)O)=O (α-{6(R)-[1(S)-Carboxy-5-(4-piperidy)pentylamino]-5-oxo-2(S)-(2-thienyl)perhydro-1,4-thiazepin-4-yl}acetic acid). Isolated yield 76.6%. As a reaction SMILES: [OH-].[Na+].Cl.Cl.C([O:7][C:8]([C@@H:10]([NH:21][C@H:22]1[CH2:28][S:27][C@H:26]([C:29]2[S:30][CH:31]=[CH:32][CH:33]=2)[CH2:25][N:24]([CH2:34][C:35]([OH:37])=[O:36])[C:23]1=[O:38])[CH2:11][CH2:12][CH2:13][CH2:14][CH:15]1[CH2:20][CH2:19][NH:18][CH2:17][CH2:16]1)=[O:9])C>>[C:8]([C@@H:10]([NH:21][C@H:22]1[CH2:28][S:27][C@H:26]([C:29]2[S:30][CH:31]=[CH:32][CH:33]=2)[CH2:25][N:24]([CH2:34][C:35]([OH:37])=[O:36])[C:23]1=[O:38])[CH2:11][CH2:12][CH2:13][CH2:14][CH:15]1[CH2:20][CH2:19][NH:18][CH2:17][CH2:16]1)([OH:9])=[O:7] |f:0.1,2.3.4|. Reported procedure: 1.54 ml of a 1N aqueous solution of sodium hydroxide was added to 150 mg of α-{6(R)-[1(S)-ethoxycarbonyl5-(4-piperidyl)pentylamino]-5-oxo-2(S)-(2-thienyl)perhydro-1,4-thiazepin-4-yl}acetic acid dihydrochloride (prepared as described in Example 19), and the mixture was stirred at room temperature for 17 hours. At the end of this time, the reaction mixture was adjusted to a pH value of 4.7 by adding 1N aqueous hydrochlodric acid, and the precipitate was collected by filtration, to give 95 mg of th... Starting materials: OCCCCCCCCCCCOC1=CC=C(C=O)C=C1 (4-[(11-hydroxyundecyl)oxy]benzaldehyde), C1OC=2C=C(C=CC2O1)CC#N ([3,4-(methylenedioxy)phenyl]acetonitrile). Yields the product O1COC2=C1C=CC(=C2)/C(/C#N)=C/C2=CC=C(C=C2)OCCCCCCCCCCCO ((2Z)-2-(1,3-benzodioxol-5-yl)-3-{4-[(11-hydroxyundecyl)oxy]phenyl}prop-2-enenitrile). The yield is 73.0%. RXN SMILES: [OH:1][CH2:2][CH2:3][CH2:4][CH2:5][CH2:6][CH2:7][CH2:8][CH2:9][CH2:10][CH2:11][CH2:12][O:13][C:14]1[CH:21]=[CH:20][C:17]([CH:18]=O)=[CH:16][CH:15]=1.[CH2:22]1[O:30][C:29]2[CH:28]=[CH:27][C:26]([CH2:31][C:32]#[N:33])=[CH:25][C:24]=2[O:23]1>>[O:30]1[C:29]2[CH:28]=[CH:27][C:26](/[C:31](=[CH:18]/[C:17]3[CH:20]=[CH:21][C:14]([O:13][CH2:12][CH2:11][CH2:10][CH2:9][CH2:8][CH2:7][CH2:6][CH2:5][CH2:4][CH2:3][CH2:2][OH:1])=[CH:15][CH:16]=3)/[C:32]#[N:33])=[CH:25][C:24]=2[O:23][CH2:22]1. Procedure: (2Z)-2-(1,3-benzodioxol-5-yl)-3-{4-[(11-hydroxyundecyl)oxy]phenyl}prop-2-enenitrile is prepared starting from 4-[(11-hydroxyundecyl)oxy]benzaldehyde and commercial [3,4-(methylenedioxy)phenyl]acetonitrile according the same procedure following for example 1 in 73% yield. This material proves chromatographically homogenous and displays spectral characteristics consistent with its assigned structure.